Dataset: the Open Reaction Database (ORD), a public repository of structured organic reaction records. Task: describe an organic reaction: reactants, conditions, products, and yield The reactants are OCC1=CC=C(OC)C=C1 (anise alcohol), OO (hydrogen peroxide). Reagents/catalysts: catalyst. The solvent is CC(=O)C (acetone). Yields the product COC=1C=CC(=CC1)C=O (anisaldehyde), OO (H2O2). The yield is 94.0%. RXN SMILES: [OH:1][CH2:2][C:3]1[CH:10]=[CH:9][C:6]([O:7][CH3:8])=[CH:5][CH:4]=1.[OH:11][OH:12]>CC(C)=O>[CH3:8][O:7][C:6]1[CH:5]=[CH:4][C:3]([CH:2]=[O:1])=[CH:10][CH:9]=1.[OH:11][OH:12]. Procedure details: 11.15 g of anise alcohol, 39 g of acetone, 2 g of catalyst and 2 cc of 36% w/v aqueous hydrogen peroxide are placed in the glass flask. Operating at 80° C., 3 g of anisaldehyde are obtained (H2O2 yield 94%). Starting materials: CC(=O)Nc1ccc(S(=O)(=O)Cl)cc1, CC1CCC(N(C(=O)Nc2ncc(Cl)s2)C2CCNCC2)CC1. Product: CC(=O)Nc1ccc(S(=O)(=O)N2CCC(N(C(=O)Nc3ncc(Cl)s3)C3CCC(C)CC3)CC2)cc1. RXN SMILES: [C:24]([CH3:25])(=[O:26])[NH:27][c:28]1[cH:29][cH:30][c:31]([S:32](=[O:33])(=[O:34])[Cl:35])[cH:36][cH:37]1.[Cl:1][c:2]1[cH:3][n:4][c:5]([NH:7][C:8]([N:9]([CH:10]2[CH2:11][CH2:12][NH:13][CH2:14][CH2:15]2)[CH:16]2[CH2:17][CH2:18][CH:19]([CH3:22])[CH2:20][CH2:21]2)=[O:23])[s:6]1>>[Cl:1][c:2]1[cH:3][n:4][c:5]([NH:7][C:8]([N:9]([CH:10]2[CH2:11][CH2:12][N:13]([S:32]([c:31]3[cH:30][cH:29][c:28]([NH:27][C:24]([CH3:25])=[O:26])[cH:37][cH:36]3)(=[O:33])=[O:34])[CH2:14][CH2:15]2)[CH:16]2[CH2:17][CH2:18][CH:19]([CH3:22])[CH2:20][CH2:21]2)=[O:23])[s:6]1.